From a dataset of the Open Reaction Database (ORD), a public repository of structured organic reaction records. describe an organic reaction: reactants, conditions, products, and yield The product is CS(=O)(=O)N1CCN(Cc2cc3nc(-c4cccc5[nH]ncc45)nc(N4CCOCC4)c3s2)CC1. The reactants are CS(=O)(=O)N1CCN(Cc2cc3nc(-c4cccc5nn(C6CCCCO6)cc45)nc(N4CCOCC4)c3s2)CC1, CO, CS(=O)(=O)O, O. RXN SMILES: [CH3:1][S:2](=[O:3])(=[O:4])[N:5]1[CH2:6][CH2:7][N:8]([CH2:11][c:12]2[cH:13][c:14]3[n:15][c:16](-[c:27]4[c:28]5[cH:29][n:30]([CH:36]6[CH2:37][CH2:38][CH2:39][CH2:40][O:41]6)[n:31][c:32]5[cH:33][cH:34][cH:35]4)[n:17][c:18]([N:21]4[CH2:22][CH2:23][O:24][CH2:25][CH2:26]4)[c:19]3[s:20]2)[CH2:9][CH2:10]1.[CH3:42][OH:43].[CH3:44][S:45](=[O:46])(=[O:47])[OH:48].[OH2:49]>>[CH3:1][S:2](=[O:3])(=[O:4])[N:5]1[CH2:6][CH2:7][N:8]([CH2:11][c:12]2[cH:13][c:14]3[n:15][c:16](-[c:27]4[c:28]5[cH:29][n:30][nH:31][c:32]5[cH:33][cH:34][cH:35]4)[n:17][c:18]([N:21]4[CH2:22][CH2:23][O:24][CH2:25][CH2:26]4)[c:19]3[s:20]2)[CH2:9][CH2:10]1.